Dataset: the Open Reaction Database (ORD), a public repository of structured organic reaction records. Task: describe an organic reaction: reactants, conditions, products, and yield Reactants: [Cl-].[Al+3].[Cl-].[Cl-] (aluminum chloride), O(C1=CC=CC=C1)C1=CC=C(C(=O)CCC(=O)OC(C)C)C=C1 (isopropyl 3-(4-phenoxybenzoyl)propionate), BrBr (bromine). The solvent is C(Cl)(Cl)Cl (chloroform), C(Cl)(Cl)Cl (chloroform). The product is BrC(CC(=O)OC(C)C)C(C1=CC=C(C=C1)OC1=CC=CC=C1)=O (isopropyl 3-bromo-3-(4-phenoxybenzoyl)propionate). Reaction SMILES: [O:1]([C:8]1[CH:23]=[CH:22][C:11]([C:12]([CH2:14][CH2:15][C:16]([O:18][CH:19]([CH3:21])[CH3:20])=[O:17])=[O:13])=[CH:10][CH:9]=1)[C:2]1[CH:7]=[CH:6][CH:5]=[CH:4][CH:3]=1.[Cl-].[Al+3].[Cl-].[Cl-].[Br:28]Br>C(Cl)(Cl)Cl>[Br:28][CH:14]([C:12](=[O:13])[C:11]1[CH:22]=[CH:23][C:8]([O:1][C:2]2[CH:3]=[CH:4][CH:5]=[CH:6][CH:7]=2)=[CH:9][CH:10]=1)[CH2:15][C:16]([O:18][CH:19]([CH3:20])[CH3:21])=[O:17] |f:1.2.3.4|. Reported procedure: 6.24 g of isopropyl 3-(4-phenoxybenzoyl)propionate were dissolved in 50 ml of chloroform. After a catalytic amount of anhydrous aluminum chloride was added, a solution of 3.62 g of bromine in 20 ml of chloroform was added dropwise over 30 minutes. The reaction mixture was washed with water, then dried over magnesium sulfate. The chloroform was removed by evaporation under reduced pressure to give oily isopropyl 3-bromo-3-(4-phenoxybenzoyl)propionate, which was dissolved, without purification, in... Reactants: CCOc1cc(C(C)(C)C)ccc1C1=NC(C)(c2ccc(Cl)cc2)C(C)(c2ccc(Cl)cc2)N1, O=C(Cl)C1CCC1. The product is CCOc1cc(C(C)(C)C)ccc1C1=NC(C)(c2ccc(Cl)cc2)C(C)(c2ccc(Cl)cc2)N1C(=O)C1CCC1. As a reaction SMILES: [C:1]([CH3:2])([CH3:3])([CH3:4])[c:5]1[cH:6][c:7]([O:32][CH2:33][CH3:34])[c:8]([C:11]2=[N:15][C:14]([CH3:16])([c:17]3[cH:18][cH:19][c:20]([Cl:23])[cH:21][cH:22]3)[C:13]([CH3:24])([c:25]3[cH:26][cH:27][c:28]([Cl:31])[cH:29][cH:30]3)[NH:12]2)[cH:9][cH:10]1.[CH:35]1([C:39](=[O:40])[Cl:41])[CH2:36][CH2:37][CH2:38]1>>[C:1]([CH3:2])([CH3:3])([CH3:4])[c:5]1[cH:6][c:7]([O:32][CH2:33][CH3:34])[c:8]([C:11]2=[N:12][C:13]([CH3:24])([c:25]3[cH:26][cH:27][c:28]([Cl:31])[cH:29][cH:30]3)[C:14]([CH3:16])([c:17]3[cH:18][cH:19][c:20]([Cl:23])[cH:21][cH:22]3)[N:15]2[C:39]([CH:35]2[CH2:36][CH2:37][CH2:38]2)=[O:40])[cH:9][cH:10]1. The product is Cc1oc(-c2ccccc2)nc1COc1cccc(CON)c1. RXN SMILES: [C:37](=[O:38])([O-:39])[O-:40].[CH3:43][CH2:44][OH:45].[CH3:4][c:5]1[c:6]([CH2:16][O:17][c:18]2[cH:19][c:20]([CH2:21][O:22][N:23]3[C:24](=[O:25])[c:26]4[cH:27][cH:28][cH:29][cH:30][c:31]4[C:32]3=[O:33])[cH:34][cH:35][cH:36]2)[n:7][c:8](-[c:10]2[cH:11][cH:12][cH:13][cH:14][cH:15]2)[o:9]1.[K+:41].[K+:42].[NH2:2][NH2:3].[OH2:1]>>[CH3:4][c:5]1[c:6]([CH2:16][O:17][c:18]2[cH:19][c:20]([CH2:21][O:22][NH2:23])[cH:34][cH:35][cH:36]2)[n:7][c:8](-[c:10]2[cH:11][cH:12][cH:13][cH:14][cH:15]2)[o:9]1. The reactants are O=C([O-])[O-], CCO, Cc1oc(-c2ccccc2)nc1COc1cccc(CON2C(=O)c3ccccc3C2=O)c1, [K+], [K+], NN, O. Reactants: cyanohydrin, NC=1C=CC=C(C1O)C (6-amino-o-cresol), C(C1=CC=CC=C1)OC(=O)N[C@H](C(O)C=1OC2=C(N1)C=CC=C2)C ((2S)-2-(benzyloxycarbonylamino)-1-benzo[d][1,3]oxazol-2-yl-1-propanol). Solvent: hexanes, CCOC(=O)C (EtOAc). Product: C(C1=CC=CC=C1)OC(=O)N[C@H](C(O)C=1OC2=C(N1)C=CC=C2C)C ((2S)-2-(benzyloxycarbonylamino)-1-(7-methylbenzo[d][1,3]oxazol-2-yl)-1-propanol). Isolated yield 57.0%. Reaction SMILES: [NH2:1][C:2]1[CH:3]=[CH:4][CH:5]=[C:6]([CH3:9])[C:7]=1[OH:8].[CH2:10]([O:17][C:18]([NH:20][C@@H:21]([CH3:33])[CH:22]([C:24]1OC2C=CC=CC=2N=1)[OH:23])=[O:19])[C:11]1[CH:16]=[CH:15][CH:14]=[CH:13][CH:12]=1>CCOC(C)=O>[CH2:10]([O:17][C:18]([NH:20][C@@H:21]([CH3:33])[CH:22]([C:24]1[O:8][C:7]2[C:6]([CH3:9])=[CH:5][CH:4]=[CH:3][C:2]=2[N:1]=1)[OH:23])=[O:19])[C:11]1[CH:16]=[CH:15][CH:14]=[CH:13][CH:12]=1. Reported procedure: This material was prepared as a 1:1 mixture of isomers in 57% yield from the above cyanohydrin (609 mg, 2.60 mmol) and 6-amino-o-cresol (330 mg, 2.60 mmol) using the procedure described above for compound 16. An analytical sample (1.2:1 mixture of isomers) was obtained by flash chromatography (30% EtOAc in hexanes). oil; IR (neat) υ 1705 cm−1; 1H-NMR (400 MHz, CDCl3) δ 7.50 (m, 1H), 7.35-7.10 (m, 7H), 5.50 and 5.38 (2×d, J=8.9 and 8.3 Hz, 1H), 5.15-4.90 (m, 3H), 4.41 (s, 1H), 2.36 (5, 3H), 1.35 ... Starting materials: NC(=O)N (urea), C=1C=CC2=C(C1)C=CC=3C=CC=CC3N2 (iminostilbene). Run in C(C)(=O)O (acetic acid), P(O)(O)(O)=O (phosphoric acid). Reaction conditions: temperature 27.5 celsius. Product: C=1C=CC2=C(C1)C=CC=3C=CC=CC3N2C(=O)N (carbamazepine). As a reaction SMILES: [NH2:1][C:2]([NH2:4])=[O:3].[CH:5]1[CH:6]=[CH:7][C:8]2N[C:18]3[CH:17]=[CH:16][CH:15]=[CH:14][C:13]=3[CH:12]=[CH:11][C:9]=2[CH:10]=1>C(O)(=O)C.P(=O)(O)(O)O>[CH:5]1[CH:6]=[CH:7][C:8]2[N:1]([C:2]([NH2:4])=[O:3])[C:14]3[CH:15]=[CH:16][CH:17]=[CH:18][C:13]=3[CH:12]=[CH:11][C:9]=2[CH:10]=1. Procedure details: To a suspension of urea (80 g, 1.333 mols) in acetic acid (100 ml), phosphoric acid (8 ml) was added, followed by iminostilbene (20 g, 0.103 mols), under stirring at 25-30° C. The resulting reaction mixture was worked up according to the method of Example 1 to produce carbamazepine, which was identical to the product of Example 1. The reactants are CN1CCC(=CC1)C1=CNC2=CC=C(C=C12)C(F)(F)F (3-(1-methyl-1,2,3,6-tetrahydro-4-pyridinyl)-5-trifluoromethyl-1H-indole), C(C1=CC=CC=C1)(=O)Cl (benzoyl chloride). Product: Cl.C(C1=CC=CC=C1)(=O)N1C=C(C2=CC(=CC=C12)C(F)(F)F)C=1CCN(CC1)C (1-Benzoyl-3-(1-methyl-1,2,3,6-tetrahydro-4-pyridinyl)-5-trifluoromethylindole hydrochloride). RXN SMILES: [CH3:1][N:2]1[CH2:7][CH:6]=[C:5]([C:8]2[C:16]3[C:11](=[CH:12][CH:13]=[C:14]([C:17]([F:20])([F:19])[F:18])[CH:15]=3)[NH:10][CH:9]=2)[CH2:4][CH2:3]1.[C:21]([Cl:29])(=[O:28])[C:22]1[CH:27]=[CH:26][CH:25]=[CH:24][CH:23]=1>>[ClH:29].[C:21]([N:10]1[C:11]2[C:16](=[CH:15][C:14]([C:17]([F:20])([F:18])[F:19])=[CH:13][CH:12]=2)[C:8]([C:5]2[CH2:4][CH2:3][N:2]([CH3:1])[CH2:7][CH:6]=2)=[CH:9]1)(=[O:28])[C:22]1[CH:27]=[CH:26][CH:25]=[CH:24][CH:23]=1 |f:2.3|. Procedure details: (20.3 mg, 74%); from 3-(1-methyl-1,2,3,6-tetrahydro-4-pyridinyl)-5-trifluoromethyl-1H-indole (Example 4i, 20 mg, 0.071 mmol) and benzoyl chloride (15.0 mg, 0.107 mmol), HRMS-FAB+ for C22H19N2OF3, calculated MH+ : 385.15277; found: 385.15480. The reactants are OB(O)C1=CCCCC1, CC(=O)O, CCOC(C)=O, C[Si](C)(C)CCOCN1C(=O)CN(c2cccc(-n3cc(-c4ccc(Cl)cc4Cl)nc3Cc3ccc(-c4ccc(Cl)nn4)cc3)c2)S1(=O)=O, [Fe], O. As a reaction SMILES: [C:50]1([B:56]([OH:57])[OH:58])=[CH:51][CH2:52][CH2:53][CH2:54][CH2:55]1.[CH3:59][C:60](=[O:61])[OH:62].[CH3:64][CH2:65][O:66][C:67]([CH3:68])=[O:69].[Cl:1][c:2]1[cH:3][cH:4][c:5](-[c:8]2[cH:9][cH:10][c:11]([CH2:12][c:13]3[n:14](-[c:26]4[cH:27][c:28]([N:32]5[CH2:33][C:34](=[O:47])[N:35]([CH2:39][O:40][CH2:41][CH2:42][Si:43]([CH3:44])([CH3:45])[CH3:46])[S:36]5(=[O:37])=[O:38])[cH:29][cH:30][cH:31]4)[cH:15][c:16](-[c:18]4[c:19]([Cl:25])[cH:20][c:21]([Cl:24])[cH:22][cH:23]4)[n:17]3)[cH:48][cH:49]2)[n:6][n:7]1.[Fe:70].[OH2:63]>>[c:2]1([CH:50]2[CH2:51][CH2:52][CH2:53][CH2:54][CH2:55]2)[cH:3][cH:4][c:5](-[c:8]2[cH:9][cH:10][c:11]([CH2:12][c:13]3[n:14](-[c:26]4[cH:27][c:28]([N:32]5[CH2:33][C:34](=[O:47])[N:35]([CH2:39][O:40][CH2:41][CH2:42][Si:43]([CH3:44])([CH3:45])[CH3:46])[S:36]5(=[O:37])=[O:38])[cH:29][cH:30][cH:31]4)[cH:15][c:16](-[c:18]4[c:19]([Cl:25])[cH:20][c:21]([Cl:24])[cH:22][cH:23]4)[n:17]3)[cH:48][cH:49]2)[n:6][n:7]1. Product: C[Si](C)(C)CCOCN1C(=O)CN(c2cccc(-n3cc(-c4ccc(Cl)cc4Cl)nc3Cc3ccc(-c4ccc(C5CCCCC5)nn4)cc3)c2)S1(=O)=O.